Dataset: the Open Reaction Database (ORD), a public repository of structured organic reaction records. Task: describe an organic reaction: reactants, conditions, products, and yield The reactants are C(C1=CC=CC=C1)OC1=CC(N(C=C1)C=1C=C2C=NN(C2=CC1)CCN1C[C@H](CC1)F)=O ((S)-4-(benzyloxy)-1-(1-(2-(3-fluoropyrrolidin-1-yl)ethyl)-1H-indazol-5-yl)pyridin-2(1H)-one), Cl (HCl), C(C)OCC (diethyl ether). The solvent is C(Cl)Cl (CH2Cl2). Reaction conditions: time 2 hour. Product: Cl.C(C1=CC=CC=C1)OC1=CC(N(C=C1)C=1C=C2C=NN(C2=CC1)CCN1C[C@H](CC1)F)=O ((S)-4-(Benzyloxy)-1-(1-(2-(3-fluoropyrrolidin-1-yl)ethyl)-1H-indazol-5-yl)pyridin-2(1H)-one hydrochloride). Yield: 85.0%. As a reaction SMILES: [CH2:1]([O:8][C:9]1[CH:14]=[CH:13][N:12]([C:15]2[CH:16]=[C:17]3[C:21](=[CH:22][CH:23]=2)[N:20]([CH2:24][CH2:25][N:26]2[CH2:30][CH2:29][C@H:28]([F:31])[CH2:27]2)[N:19]=[CH:18]3)[C:11](=[O:32])[CH:10]=1)[C:2]1[CH:7]=[CH:6][CH:5]=[CH:4][CH:3]=1.[ClH:33].C(OCC)C>C(Cl)Cl>[ClH:33].[CH2:1]([O:8][C:9]1[CH:14]=[CH:13][N:12]([C:15]2[CH:16]=[C:17]3[C:21](=[CH:22][CH:23]=2)[N:20]([CH2:24][CH2:25][N:26]2[CH2:30][CH2:29][C@H:28]([F:31])[CH2:27]2)[N:19]=[CH:18]3)[C:11](=[O:32])[CH:10]=1)[C:2]1[CH:7]=[CH:6][CH:5]=[CH:4][CH:3]=1 |f:4.5|. Procedure details: A solution of (S)-4-(benzyloxy)-1-(1-(2-(3-fluoropyrrolidin-1-yl)ethyl)-1H-indazol-5-yl)pyridin-2(1H)-one (56 mg, 0.12 mmol) in CH2Cl2 (1.5 mL) was treated with anhydrous HCl in diethyl ether (0.12 mL, 0.12 mmol, 1.0 M). The reaction mixture was stirred at ambient temperature for 2 h, and then the solids were collected by filtration and dried to yield the title compound (51.4 mg, 85%) as a white powder: mp 197-200° C.; 1H NMR (500 MHz, DMSO-d6) δ 10.62-10.50 (m, 1H), 8.25 (s, 1H), 7.85 (d, J=8.0... The reactants are CN(C1=CC=CC2=CC=CC(=C12)N(C)C)C (1,8-bis(dimethylamino)naphthalene), COC1=C(N)C=C(C=C1)C(F)(F)F (2-methoxy-5-trifluoromethylaniline), ClC(=O)OC(Cl)(Cl)Cl (trichloromethyl chloroformate). Solvent: ClCCl (dichloromethane), ClCCl (dichloromethane). Reaction conditions: temperature 0 celsius, time 30 minute. Product: N(=C=O)C1=C(C=CC(=C1)C(F)(F)F)OC (2-Isocyanato-1-methoxy-4-(trifluoromethyl)benzene). As a reaction SMILES: [CH3:1][O:2][C:3]1[CH:9]=[CH:8][C:7]([C:10]([F:13])([F:12])[F:11])=[CH:6][C:4]=1[NH2:5].CN(C)C1C2C(=CC=CC=2N(C)C)C=CC=1.Cl[C:31](OC(Cl)(Cl)Cl)=[O:32]>ClCCl>[N:5]([C:4]1[CH:6]=[C:7]([C:10]([F:11])([F:12])[F:13])[CH:8]=[CH:9][C:3]=1[O:2][CH3:1])=[C:31]=[O:32]. Procedure: 3 g (15.69 mmol) of 2-methoxy-5-trifluoromethylaniline are dissolved in 100 ml of dichloromethane, and 6.73 g (31.39 mmol) of 1,8-bis(dimethylamino)naphthalene are added. At 0–5° C., 2.24 g (11.3 mmol) of trichloromethyl chloroformate, dissolved in 50 ml of dichloromethane, are added dropwise, and the mixture is stirred at 0° C. for 30 min and then at room temperature for 60 min. At 0° C., the mixture is washed with 1N hydrochloric acid, ice-water and sodium bicarbonate solution. Drying over mag... Reactants: BrC=1C=CC(=C(C1)C(O)C=1OC=CC1)CC ((5-bromo-2-ethylphenyl)furan-2-ylmethanol), CC(=O)C (acetone). Reagents/catalysts: polyphosphoric acid. Solvent: O (water). Run at temperature 55 celsius, time 44 hour. The product is BrC=1C=CC(=C(C1)C1C(C=CC1=O)O)CC (5-(5-bromo-2-ethylphenyl)-4-hydroxycyclopent-2-enone). RXN SMILES: [Br:1][C:2]1[CH:3]=[CH:4][C:5]([CH2:15][CH3:16])=[C:6]([CH:8]([C:10]2[O:11][CH:12]=[CH:13][CH:14]=2)O)[CH:7]=1.CC(C)=[O:19]>O>[Br:1][C:2]1[CH:3]=[CH:4][C:5]([CH2:15][CH3:16])=[C:6]([CH:8]2[C:12](=[O:11])[CH:13]=[CH:14][CH:10]2[OH:19])[CH:7]=1. Procedure: A solution of (5-bromo-2-ethylphenyl)furan-2-ylmethanol (40.73 g, 145 mmol) in acetone (1150 ml) and water (170 ml) is heated to 55° C. and 30 drops of polyphosphoric acid are added. The mixture is stirred at 55° C. for 44 hours, then cooled to room temperature. The reaction mixture is concentrated under reduced pressure to remove most of the acetone then ethyl acetate (500 ml) is added, and the reaction mixture is partitioned. The aqueous phase is extracted into ethyl acetate and the organic so... Product: Cl.FC=1C=C(C=CC1)C#CC1=NC(=CN=C1)C (2-[(3-fluorophenyl)ethynyl]-6-methylpyrazine hydrochloride). Procedure: 2-[(3-Fluorophenyl)ethynyl]-6-methylpyrazine (520 mg, 2.45 mmol) was dissolved in CH2Cl2 (3 mL), and the resulting solution was treated with HCl in diethyl ether (2.7 mL of a 1.0M solution, 2.7 mmol). The mixture was sonicated, and the solvent decanted. The remaining solid was dried under high vacuum to afford 2-[(3-fluorophenyl)ethynyl]-6-methylpyrazine hydrochloride (338 mg, 60% yield) as a light yellow solid. M.p. 62-63° C. 1H NMR (CDCl3, 300 MHz) δ 8.73 (s, 1H), 8.57 (s, 1H), 7.54-7.35 (m, 3... Yield: 60.0%. Run in C(C)OCC (diethyl ether), C(Cl)Cl (CH2Cl2). The reactants are Cl (HCl), solution, FC=1C=C(C=CC1)C#CC1=NC(=CN=C1)C (2-[(3-Fluorophenyl)ethynyl]-6-methylpyrazine). RXN SMILES: [F:1][C:2]1[CH:3]=[C:4]([C:8]#[C:9][C:10]2[CH:15]=[N:14][CH:13]=[C:12]([CH3:16])[N:11]=2)[CH:5]=[CH:6][CH:7]=1.[ClH:17]>C(Cl)Cl.C(OCC)C>[ClH:17].[F:1][C:2]1[CH:3]=[C:4]([C:8]#[C:9][C:10]2[CH:15]=[N:14][CH:13]=[C:12]([CH3:16])[N:11]=2)[CH:5]=[CH:6][CH:7]=1 |f:4.5|. The reactants are solution, Cl (hydrogen chloride), C(C)N(CC)C1=CC=C(C=C1)C(N(C[C@@H]([C@H](CC1=CC=CC=C1)N)O)C(=O)OC(C)(C)C)N (1-[p-(N,N-diethylamino)phenyl]-4(S)-hydroxy-2-(tert-butyloxycarbonyl)-amino-5(S)-amino-6-phenyl-2-azahexane), CN(C)C=O (DMF). Run in O1CCOCC1 (dioxane). Reaction conditions: time 4 hour. Product: Cl.C(C)N(CC)C1=CC=C(C=C1)CN(C[C@@H]([C@H](CC1=CC=CC=C1)N)O)N (1-[p-(N,N-Diethylamino)phenyl]-4(S)-hydroxy-2-amino-5(S)-amino-6-phenyl-2-aza-hexane Hydrochloride). RXN SMILES: [ClH:1].[CH2:2]([N:4]([C:7]1[CH:12]=[CH:11][C:10]([CH:13](N)[N:14](C(OC(C)(C)C)=O)[CH2:15][C@H:16]([OH:26])[C@@H:17]([NH2:25])[CH2:18][C:19]2[CH:24]=[CH:23][CH:22]=[CH:21][CH:20]=2)=[CH:9][CH:8]=1)[CH2:5][CH3:6])[CH3:3].C[N:36](C=O)C>O1CCOCC1>[ClH:1].[CH2:2]([N:4]([C:7]1[CH:12]=[CH:11][C:10]([CH2:13][N:14]([NH2:36])[CH2:15][C@H:16]([OH:26])[C@@H:17]([NH2:25])[CH2:18][C:19]2[CH:24]=[CH:23][CH:22]=[CH:21][CH:20]=2)=[CH:9][CH:8]=1)[CH2:5][CH3:6])[CH3:3] |f:4.5|. Reported procedure: 850 ml of a 4M solution of hydrogen chloride in dioxane is added to a solution of 57 g (124.8 mmol) of 1-[p-(N,N-diethylamino)phenyl]-4(S)-hydroxy-2-(tert-butyloxycarbonyl)-amino-5(S)-amino-6-phenyl-2-azahexane (Example 2d) in 200 ml of DMF and the whole is stirred at RT for 4 h. After that, the mixture is concentrated and treated firstly with dioxane and then with toluene with subsequent evaporation taking place in each case. The residue is triturated twice with dioxane and decanted off. The oi...